This data is from the Open Reaction Database (ORD), a public repository of structured organic reaction records. The task is: describe an organic reaction: reactants, conditions, products, and yield The reactants are FC1=CC=C(C(C(=O)O)=C1)N (5-fluoroanthranilic acid), ClC(Cl)(OC(OC(Cl)(Cl)Cl)=O)Cl (triphosgene). Solvent: C1CCOC1 (THF). Reaction conditions: time 8 hour. Product: FC1=CC=C2C(C(=O)OC(N2)=O)=C1 (5-fluoroisatoic anhydride). Yield: 225.5%. RXN SMILES: [F:1][C:2]1[CH:10]=[C:6]([C:7]([OH:9])=[O:8])[C:5]([NH2:11])=[CH:4][CH:3]=1.Cl[C:13](Cl)([O:15]C(=O)OC(Cl)(Cl)Cl)Cl>C1COCC1>[F:1][C:2]1[CH:10]=[C:6]2[C:7]([O:9][C:13](=[O:15])[NH:11][C:5]2=[CH:4][CH:3]=1)=[O:8]. Procedure: To a solution of 5-fluoroanthranilic acid (10.0 g, 65.5 mmol) in THF (143 mL) was added solid triphosgene (6.70 g, 22.6 mmol, 0.35 equiv). The reaction mixture was stirred at rt overnight and the resulting suspension was filtered and dried to afford 9.23 g (79%) of 5-fluoroisatoic anhydride: 1H NMR (400 MHz, DMSO-d6) δ 7.14 (M, 1H), 7.60 (M, 2H), 11.72 (s, 1H).